This data is from the Open Reaction Database (ORD), a public repository of structured organic reaction records. The task is: describe an organic reaction: reactants, conditions, products, and yield Reactants: O=C([O-])[O-], COc1ccc(C#N)cc1OC1CCNCC1, CC#N, CNC(=O)CCl, Cl, [K+], [K+], O. The product is CNC(=O)CN1CCC(Oc2cc(C#N)ccc2OC)CC1. As a reaction SMILES: [C:25](=[O:26])([O-:27])[O-:28].[CH3:2][O:3][c:4]1[c:5]([O:12][CH:13]2[CH2:14][CH2:15][NH:16][CH2:17][CH2:18]2)[cH:6][c:7]([C:8]#[N:9])[cH:10][cH:11]1.[CH3:32][C:33]#[N:34].[Cl:19][CH2:20][C:21](=[O:22])[NH:23][CH3:24].[ClH:1].[K+:29].[K+:30].[OH2:31]>>[CH3:2][O:3][c:4]1[c:5]([O:12][CH:13]2[CH2:14][CH2:15][N:16]([CH2:20][C:21](=[O:22])[NH:23][CH3:24])[CH2:17][CH2:18]2)[cH:6][c:7]([C:8]#[N:9])[cH:10][cH:11]1.